This data is from the Open Reaction Database (ORD), a public repository of structured organic reaction records. The task is: describe an organic reaction: reactants, conditions, products, and yield Reactants: OCC1=CN=C(S1)C=1NC2=C(C=CC=C2C1)N(S(=O)(=O)C=1SC=CC1)C(C)C (N-{2-[5-(hydroxymethyl)-1,3-thiazol-2-yl]-1H-indol-7-yl}-N-isopropylthiophene-2-sulfonamide), S(=O)(Cl)Cl (thionyl chloride), O1CCCC1 (tetrahydrofuran). Reagents/catalysts: CN(C=O)C (N,N-dimethylformamide). Run in O (Water). Run at time 8 hour. The product is ClCC1=CN=C(S1)C=1NC2=C(C=CC=C2C1)N(S(=O)(=O)C=1SC=CC1)C(C)C (N-{2-[5-(chloromethyl)-1,3-thiazol-2-yl]-1H-indol-7-yl}-N-isopropylthiophene-2-sulfonamide). Yield: 90.0%. Reaction SMILES: O[CH2:2][C:3]1[S:7][C:6]([C:8]2[NH:9][C:10]3[C:15]([CH:16]=2)=[CH:14][CH:13]=[CH:12][C:11]=3[N:17]([CH:26]([CH3:28])[CH3:27])[S:18]([C:21]2[S:22][CH:23]=[CH:24][CH:25]=2)(=[O:20])=[O:19])=[N:5][CH:4]=1.S(Cl)([Cl:31])=O.O1CCCC1>CN(C)C=O.O>[Cl:31][CH2:2][C:3]1[S:7][C:6]([C:8]2[NH:9][C:10]3[C:15]([CH:16]=2)=[CH:14][CH:13]=[CH:12][C:11]=3[N:17]([CH:26]([CH3:28])[CH3:27])[S:18]([C:21]2[S:22][CH:23]=[CH:24][CH:25]=2)(=[O:20])=[O:19])=[N:5][CH:4]=1. Reported procedure: A mixture of N-{2-[5-(hydroxymethyl)-1,3-thiazol-2-yl]-1H-indol-7-yl}-N-isopropylthiophene-2-sulfonamide (2.12 g), thionyl chloride (0.70 ml), N,N-dimethylformamide (two drop) and tetrahydrofuran (30 ml) was stirred overnight at room temperature. Water was added to the reaction mixture, and the mixture was extracted with ethyl acetate. The ethyl acetate layer was washed successively with saturated brine, aqueous sodium bicarbonate and saturated brine, dried (MgSO4), and concentrated. The residue... Starting materials: OC1=CC=C(C=C1)N1N=C(C=2C1=NC=CC2)C2=CC=CC=C2 (1-(4-hydroxyphenyl)-3-phenyl-1H-pyrazolo[3,4-b]pyridine), CN(C=O)C (dimethylformamide), CN(CCCCl)C (3-dimethylaminopropylchloride), C([O-])([O-])=O.[K+].[K+] (potassium carbonate). Conditions: temperature 100 celsius, time 4 hour. The product is CN(CCCOC1=CC=C(C=C1)N1N=C(C=2C1=NC=CC2)C2=CC=CC=C2)C.C(\C=C/C(=O)[O-])(=O)[O-] (1-[4-(3-dimethylaminopropoxy)phenyl]-3-phenyl-1H-pyrazolo[3,4-b]pyridine·maleate). RXN SMILES: [OH:1][C:2]1[CH:7]=[CH:6][C:5]([N:8]2[C:12]3=[N:13][CH:14]=[CH:15][CH:16]=[C:11]3[C:10]([C:17]3[CH:22]=[CH:21][CH:20]=[CH:19][CH:18]=3)=[N:9]2)=[CH:4][CH:3]=1.[CH3:23][N:24]([CH3:29])[CH2:25][CH2:26][CH2:27]Cl.[C:30](=[O:33])([O-:32])[O-].[K+].[K+].CN(C)C=[O:39]>>[CH3:23][N:24]([CH3:29])[CH2:25][CH2:26][CH2:27][O:1][C:2]1[CH:3]=[CH:4][C:5]([N:8]2[C:12]3=[N:13][CH:14]=[CH:15][CH:16]=[C:11]3[C:10]([C:17]3[CH:18]=[CH:19][CH:20]=[CH:21][CH:22]=3)=[N:9]2)=[CH:6][CH:7]=1.[C:2]([O-:1])(=[O:39])/[CH:3]=[CH:4]\[C:30]([O-:32])=[O:33] |f:2.3.4,6.7|. Reported procedure: In 100 ml of dimethylformamide were suspended 7.0 g of 1-(4-hydroxyphenyl)-3-phenyl-1H-pyrazolo[3,4-b]pyridine, 3.6 g of 3-dimethylaminopropylchloride and 3.7 g of potassium carbonate. The mixture was stirred at 100° C. for 4 hours. After the solvent was distilled off under reduced pressure, the residue was extracted with chloroform-water. The organic layer was concentrated, and the residue was purified by silica gel column chromatography (eluent: chloroform : methanol=20:1). Thereafter, by addi... Starting materials: ClC1=C(C#N)C(=CC(=N1)NC1=NNC(=C1)C)C (2-chloro-6-(5-methyl-1H-pyrazol-3-ylamino)-4-methylnicotinonitrile), Cl.FC=1C=C(OCCN)C=C(C1)F (2-(3,5-difluorophenoxy)ethylamine hydrochloride), C(O)([O-])=O.[Na+] (sodium hydrogencarbonate), CS(=O)C (DMSO). Run in O (water). Run at temperature 100 celsius, time 27 hour. Product: Cl.FC=1C=C(OCCNC2=C(C#N)C(=CC(=N2)NC2=NNC(=C2)C)C)C=C(C1)F (2-(2-(3,5-difluorophenoxy)ethylamino)-6-(5-methyl-1H-pyrazol-3-ylamino)-4-methylnicotinonitrile hydrochloride). Isolated yield 10.9%. RXN SMILES: [Cl:1][C:2]1[N:9]=[C:8]([NH:10][C:11]2[CH:15]=[C:14]([CH3:16])[NH:13][N:12]=2)[CH:7]=[C:6]([CH3:17])[C:3]=1[C:4]#[N:5].Cl.[F:19][C:20]1[CH:21]=[C:22]([CH:27]=[C:28]([F:30])[CH:29]=1)[O:23][CH2:24][CH2:25][NH2:26].C(=O)([O-])O.[Na+].CS(C)=O>O>[ClH:1].[F:19][C:20]1[CH:21]=[C:22]([CH:27]=[C:28]([F:30])[CH:29]=1)[O:23][CH2:24][CH2:25][NH:26][C:2]1[N:9]=[C:8]([NH:10][C:11]2[CH:15]=[C:14]([CH3:16])[NH:13][N:12]=2)[CH:7]=[C:6]([CH3:17])[C:3]=1[C:4]#[N:5] |f:1.2,3.4,7.8|. Reported procedure: Compound A (300 mg, 1.22 mmol), 2-(3,5-difluorophenoxy)ethylamine hydrochloride (767 mg) and sodium hydrogencarbonate (1.02 g) were added to DMSO (10 ml), and the mixture was stirred at 100° C. for 27 hr. After stirring, the reaction mixture was added to cold water, and the mixture was extracted with ethyl acetate. The organic layer was washed with saturated brine, and concentrated, and the residue was washed by suspending in ethyl acetate. This was converted to hydrochloride to give the object ... The reactants are resultant precipitate, C1(=CC(=CC=C1)N)N (1,3-phenylene diamine), C(C)(=O)O (acetic acid), C=C1CC(=O)O1 (diketene), C=C1CC(=O)O1 (diketene). The product is O=C1N(C2=CC(=CC=C2C=C1)N)C (1,2-dihydro-2-oxo-1-methyl-7-amino-quinoline). Yield: 70.7%. As a reaction SMILES: [C:1]1([NH2:8])[CH:6]=[CH:5][CH:4]=[C:3]([NH2:7])[CH:2]=1.C=[C:10]1O[C:12](=[O:13])[CH2:11]1.[C:15](O)(=O)C>>[O:13]=[C:12]1[CH:11]=[CH:10][C:4]2[C:3](=[CH:2][C:1]([NH2:8])=[CH:6][CH:5]=2)[N:7]1[CH3:15]. Reported procedure: 43.2 gm. of at least 98 percent pure 1,3-phenylene diamine (melting point: 60° to 62° C) and 100 ml of 10 percent acetic acid are placed in a sulfurizing flask equipped with an anchor bolt, reflux cooler, dripping funnel, thermometer and water bath. 35.2 gm. of diketene were allowed to drip into the reaction mixture over the course of about 20 minutes at room temperature. The reaction mixture was stirred during the addition. The temperature was allowed to rise with the aid of the reaction heat t... The reactants are ClC1=C(C=CC(=C1)Cl)C(C#N)=CO (α-(2,4-dichlorophenyl)-α-hydroxymethylene acetonitrile), CC(=O)C (acetone), polyphosphoric acid, ice water, crude product, [OH-].[K+] (potassium hydroxide). Solvent: C(C)(=O)OCC (ethyl acetate). Run at temperature 130 celsius, time 18 hour. Product: ClC1=C(C=CC(=C1)Cl)C=1C(NC(=CC1)C)=O (3-(2,4-dichlorophenyl)-6-methyl-2(1H)-pyridone). Yield: 45.0%. Reaction SMILES: [Cl:1][C:2]1[CH:7]=[C:6]([Cl:8])[CH:5]=[CH:4][C:3]=1[C:9](=[CH:12]O)[C:10]#[N:11].[CH3:14][C:15]([CH3:17])=O.[OH-:18].[K+]>C(OCC)(=O)C>[Cl:1][C:2]1[CH:7]=[C:6]([Cl:8])[CH:5]=[CH:4][C:3]=1[C:9]1[C:10](=[O:18])[NH:11][C:15]([CH3:17])=[CH:14][CH:12]=1 |f:2.3|. Reported procedure: α-(2,4-dichlorophenyl)-α-hydroxymethylene acetonitrile and 8.8 g of acetone were thoroughly mixed with 110 g of polyphosphoric acid, and the mixture was heated to about 130° C. At this temperature, an exothermic reaction started. The temperature was maintained from 130 to 140° C. for 30 minutes, while heating as the case required. The cooled mixture was poured into ice water, and this suspension was stirred for 18 hours. This crude product was stirred with ethyl acetate and an excess amount of a... The reactants are Cl.COC(C1=CC=C(C=C1)NN)=O (Methyl-4-hydrazinylbenzoate hydrochloride), Cl.CN1CCC(CC1)=O (1-methylpiperidin-4-one HCl), Cl (HCl). Run at temperature 100 celsius. Yields the product CN1CC2=C(NC=3C=CC(=CC23)C(=O)OC)CC1 (Methyl 2,3,4,5-tetrahydro-2-methyl-1H-pyrido(4,3-b)indole-8-carboxylate). RXN SMILES: Cl.[CH3:2][O:3][C:4](=[O:13])[C:5]1[CH:10]=[CH:9][C:8]([NH:11]N)=[CH:7][CH:6]=1.Cl.[CH3:15][N:16]1[CH2:21][CH2:20][C:19](=O)[CH2:18][CH2:17]1.Cl>>[CH3:15][N:16]1[CH2:21][CH2:20][C:19]2[NH:11][C:8]3[CH:7]=[CH:6][C:5]([C:4]([O:3][CH3:2])=[O:13])=[CH:10][C:9]=3[C:18]=2[CH2:17]1 |f:0.1,2.3|. Procedure: Methyl-4-hydrazinylbenzoate hydrochloride (1 equiv.) and 1-methylpiperidin-4-one HCl (0.76-1.4 equiv.) are taken aqueous HCl and heated at 100° C. overnight (the product was detected by LCMS). The reaction mixture is concentrated and refluxed (90° C.) in methanolic HCl overnight (product was detected by LCMS and TLC). The reaction mixture is concentrated and basified with aqueous NaHCO3 solution and extracted with EtOAc. The crude product is crystallized in DCM and ether and hexane. Reactants: ClC1=NC=NC2=CC(=CC=C12)Cl (4,7-dichloroquinazoline), CNC1=CC=CC=C1 (N-methylaniline). Solvent: C(C)O (ethanol). The product is Cl.ClC1=CC=C2C(=NC=NC2=C1)N(C1=CC=CC=C1)C (7-Chloro-4-(N-methylanilino)quinazoline hydrochloride). Yield: 52.0%. Reaction SMILES: [Cl:1][C:2]1[C:11]2[C:6](=[CH:7][C:8]([Cl:12])=[CH:9][CH:10]=2)[N:5]=[CH:4][N:3]=1.[CH3:13][NH:14][C:15]1[CH:20]=[CH:19][CH:18]=[CH:17][CH:16]=1>C(O)C>[ClH:1].[Cl:12][C:8]1[CH:7]=[C:6]2[C:11]([C:2]([N:14]([CH3:13])[C:15]3[CH:20]=[CH:19][CH:18]=[CH:17][CH:16]=3)=[N:3][CH:4]=[N:5]2)=[CH:10][CH:9]=1 |f:3.4|. Reported procedure: A solution of 3.0 g of 4,7-dichloroquinazoline and 1.7 g of N-methylaniline in 10 ml of ethanol was heated for 10 minutes. After completion of the reaction, the ethanol was distilled off and the resulting crystals were recrystallized from a small amount of ethanol to give 2.4 g (yield 46%) of the desired Compound No. 56 in the form of pale yellow granules melting at 230°-233° C. (with decomposition). The reactants are FC(C(=O)O)(F)F.NC1=NC(=NC=C1C(=O)C1=C(C=CC(=C1)F)OC)NC1CCNCC1 ([4-amino-2-(piperidin-4-ylamino)-pyrimidin-5-yl]-(5-fluoro-2-methoxy-phenyl)-methanone trifluoroacetic acid salt), C(CC)S(=O)(=O)Cl (1-propanesulfonyl chloride). Product: NC1=NC(=CC=C1C(=O)C1=C(C=CC(=C1)F)OC)NC1CCN(CC1)S(=O)(=O)CCC ({2-Amino-6-[1-(propane-1-sulfonyl)-piperidin-4-ylamino]-pyridin-3-yl}-(5-fluoro-2-methoxy-phenyl)-methanone). As a reaction SMILES: F[C:2](F)(F)C(O)=O.[NH2:8][C:9]1[C:14]([C:15]([C:17]2[CH:22]=[C:21]([F:23])[CH:20]=[CH:19][C:18]=2[O:24][CH3:25])=[O:16])=[CH:13]N=[C:11]([NH:26][CH:27]2[CH2:32][CH2:31][NH:30][CH2:29][CH2:28]2)[N:10]=1.[CH2:33]([S:36](Cl)(=[O:38])=[O:37])[CH2:34][CH3:35]>>[NH2:8][C:9]1[C:14]([C:15]([C:17]2[CH:22]=[C:21]([F:23])[CH:20]=[CH:19][C:18]=2[O:24][CH3:25])=[O:16])=[CH:13][CH:2]=[C:11]([NH:26][CH:27]2[CH2:32][CH2:31][N:30]([S:36]([CH2:33][CH2:34][CH3:35])(=[O:38])=[O:37])[CH2:29][CH2:28]2)[N:10]=1 |f:0.1|. Procedure: The title compound was prepared from [4-amino-2-(piperidin-4-ylamino)-pyrimidin-5-yl]-(5-fluoro-2-methoxy-phenyl)-methanone trifluoroacetic acid salt (Example 22) and 1-propanesulfonyl chloride (Aldrich 97%) using the procedure described in Example 24. HRMS, observed 451.1817, Calcd for (M+H)+: 451.1810.